From a dataset of the Open Reaction Database (ORD), a public repository of structured organic reaction records. describe an organic reaction: reactants, conditions, products, and yield Starting materials: CC(C)(C)OC(=O)CON(Cc1ccc(F)cc1)C(=O)C=C1OC(C)(C)OC1=O, CC#N, Cl, [Li+], C1CCOC1, [OH-], O. Product: CC(C)(C)OC(=O)CON(Cc1ccc(F)cc1)C(=O)C=C(O)C(=O)O. Reaction SMILES: [C:1]([CH3:2])([CH3:3])([CH3:4])[O:5][C:6]([CH2:7][O:8][N:9]([CH2:10][c:11]1[cH:12][cH:13][c:14]([F:17])[cH:15][cH:16]1)[C:18]([CH:19]=[C:20]1[O:21][C:22]([CH3:26])([CH3:27])[O:23][C:24]1=[O:25])=[O:28])=[O:29].[CH3:33][C:34]#[N:35].[ClH:32].[Li+:30].[O:36]1[CH2:37][CH2:38][CH2:39][CH2:40]1.[OH-:31].[OH2:41]>>[C:1]([CH3:2])([CH3:3])([CH3:4])[O:5][C:6]([CH2:7][O:8][N:9]([CH2:10][c:11]1[cH:12][cH:13][c:14]([F:17])[cH:15][cH:16]1)[C:18]([CH:19]=[C:20]([OH:21])[C:24](=[O:23])[OH:25])=[O:28])=[O:29]. Reactants: CCCC(C)(C)CC(CC(=O)OC(C)(C)C)C(=O)N1C(=O)OC(c2ccccc2)C1C, [Li+], [OH-], OO. Product: CCCC(C)(C)CC(CC(=O)OC(C)(C)C)C(=O)O. As a reaction SMILES: [C:1]([CH3:2])([CH3:3])([CH3:4])[O:5][C:6]([CH2:7][CH:8]([CH2:9][C:10]([CH2:11][CH2:12][CH3:13])([CH3:14])[CH3:15])[C:16](=[O:17])[N:18]1[CH:19]([CH3:20])[CH:21]([c:22]2[cH:23][cH:24][cH:25][cH:26][cH:27]2)[O:28][C:29]1=[O:30])=[O:31].[Li+:33].[OH-:32].[OH:34][OH:35]>>[C:1]([CH3:2])([CH3:3])([CH3:4])[O:5][C:6]([CH2:7][CH:8]([CH2:9][C:10]([CH2:11][CH2:12][CH3:13])([CH3:14])[CH3:15])[C:16]([OH:17])=[O:32])=[O:31]. The reactants are COC(=O)CC(=O)N(Cc1cc(C(=O)NOCCO)c(Nc2ccc(I)cc2F)c(F)c1F)OC, C[O-], CO, [Cl-], [NH4+], [Na+]. The product is CON(Cc1cc(C(=O)NOCCO)c(Nc2ccc(I)cc2F)c(F)c1F)C(=O)CO. RXN SMILES: [CH3:1][O:2][C:3](=[O:4])[CH2:35][C:5]([N:6]([O:7][CH3:8])[CH2:9][c:10]1[c:11]([F:33])[c:12]([F:32])[c:13]([NH:23][c:24]2[c:25]([F:31])[cH:26][c:27]([I:30])[cH:28][cH:29]2)[c:14]([C:16]([NH:17][O:18][CH2:19][CH2:20][OH:21])=[O:22])[cH:15]1)=[O:34].[CH3:36][O-:37].[CH3:39][OH:40].[Cl-:41].[NH4+:42].[Na+:38]>>[C:5]([N:6]([O:7][CH3:8])[CH2:9][c:10]1[c:11]([F:33])[c:12]([F:32])[c:13]([NH:23][c:24]2[c:25]([F:31])[cH:26][c:27]([I:30])[cH:28][cH:29]2)[c:14]([C:16]([NH:17][O:18][CH2:19][CH2:20][OH:21])=[O:22])[cH:15]1)(=[O:34])[CH2:36][OH:37]. Reactants: ClC1=NC=NC(=C1C1=CC=C(C=C1)Cl)Cl (4,6-dichloro-5-(4-chlorophenyl)-pyrimidine), [K+].C1(=CC=CC=C1)C=CS(=O)(=O)[NH-] (2-phenyl-ethenesulfonamide potassium salt), O.C(CC(O)(C(=O)O)CC(=O)O)(=O)O (citric acid monohydrate). Solvent: CS(=O)C (DMSO), C(C)(C)N(CC)C(C)C (diisopropyl-ethylamine), O (water), C(C)OCC (diethyl ether). Reaction conditions: time 15 minute. Yields the product ClC1=C(C(=NC=N1)NS(=O)(=O)C=CC1=CC=CC=C1)C1=CC=C(C=C1)Cl (2-phenyl-ethenesulfonic acid [6-chloro-5-(4-chloro-phenyl)-pyrimidin-4-yl]-amide). The yield is 61.2%. RXN SMILES: Cl[C:2]1[C:7]([C:8]2[CH:13]=[CH:12][C:11]([Cl:14])=[CH:10][CH:9]=2)=[C:6]([Cl:15])[N:5]=[CH:4][N:3]=1.[K+].[C:17]1([CH:23]=[CH:24][S:25]([NH-:28])(=[O:27])=[O:26])[CH:22]=[CH:21][CH:20]=[CH:19][CH:18]=1.O.C(O)(=O)CC(CC(O)=O)(C(O)=O)O>CS(C)=O.C(N(C(C)C)CC)(C)C.O.C(OCC)C>[Cl:15][C:6]1[N:5]=[CH:4][N:3]=[C:2]([NH:28][S:25]([CH:24]=[CH:23][C:17]2[CH:22]=[CH:21][CH:20]=[CH:19][CH:18]=2)(=[O:26])=[O:27])[C:7]=1[C:8]1[CH:13]=[CH:12][C:11]([Cl:14])=[CH:10][CH:9]=1 |f:1.2,3.4|. Reported procedure: A solution of 6.50 g of 4,6-dichloro-5-(4-chlorophenyl)-pyrimidine and 9.43 g of 2-phenyl-ethenesulfonamide potassium salt (Referential Example 1c) in 50 ml of DMSO and 4.4 ml of diisopropyl-ethylamine was stirred at rt for 65 h. The mixture was diluted with 500 ml of water and 250 ml of diethyl ether and was vigorously stirred for 15 min. The suspension was acidified by adding 8.5 g of citric acid monohydrate and stirring was continued at 5° C. for 30 min. The precipitate was collected and wash... Starting materials: O=Cc1cccc(OCc2ccccc2)c1, CC(N)c1ccccc1, COC(C)(C)C. Yields the product CC(N=Cc1cccc(OCc2ccccc2)c1)c1ccccc1. As a reaction SMILES: [CH2:10]([c:11]1[cH:12][cH:13][cH:14][cH:15][cH:16]1)[O:17][c:18]1[cH:19][c:20]([CH:21]=[O:22])[cH:23][cH:24][cH:25]1.[CH3:1][CH:2]([c:3]1[cH:4][cH:5][cH:6][cH:7][cH:8]1)[NH2:9].[CH3:26][O:27][C:28]([CH3:29])([CH3:30])[CH3:31]>>[CH3:1][CH:2]([c:3]1[cH:4][cH:5][cH:6][cH:7][cH:8]1)[N:9]=[CH:21][c:20]1[cH:19][c:18]([O:17][CH2:10][c:11]2[cH:12][cH:13][cH:14][cH:15][cH:16]2)[cH:25][cH:24][cH:23]1.